The task is: describe an organic reaction: reactants, conditions, products, and yield. This data is from the Open Reaction Database (ORD), a public repository of structured organic reaction records. Reactants: C/C=C(/C1=CC=C(C=C1)C)\N(C2=CC=C(C=C2)OC)C(=O)NC, CC1=NC(=CC=C1)Br. Reagents/catalysts: CC(C)(C)[O-].[Na+], CC1(C2=C(C(=CC=C2)P(C3=CC=CC=C3)C4=CC=CC=C4)OC5=C1C=CC=C5P(C6=CC=CC=C6)C7=CC=CC=C7)C, C1=CC=C(C=C1)/C=C/C(=O)/C=C/C2=CC=CC=C2.C1=CC=C(C=C1)/C=C/C(=O)/C=C/C2=CC=CC=C2.C1=CC=C(C=C1)/C=C/C(=O)/C=C/C2=CC=CC=C2.[Pd].[Pd]. Run in CC1=CC=CC=C1. Reaction conditions: temperature 110 celsius. Yields the product C/C=C(/C1=CC=C(C=C1)C)\N(C2=CC=C(C=C2)OC)C(=O)N(C)C3=CC=CC(=N3)C. Yield: 84.9%. Reported procedure: (Z)-1-(4-methoxyphenyl)-3-methyl-1-(1-p-tolylprop-1-enyl)urea (0.17200 g, 0.55 mmol),2-bromo-6-methylpyridine (0.126 ml, 1.11 mmol),SODIUM TERT-BUTOXIDE (0.160 g, 1.66 mmol),XANTPHOS (0.032 g, 0.06 mmol) and Pd2(dba)3 (0.025 g, 0.03 mmol) were dissolved intoluene (5.42 ml) and sparged under nitrogen for 15minutes . The resulting mixture was then heated to 110 °C for 29/03/2010 48 hours or unitil conversion was complete by TLC. NH4Cl (10 mL) was added 31-Mar-10 09:49:52 +0100 and the mixture was ... Starting materials: Cl, CCCCCCC(F)C(=O)OCC, [Na+], O=P([O-])([O-])[O-], [OH-]. The product is CCCCCCC(F)C(=O)O. Reaction SMILES: [ClH:16].[F:1][CH:2]([C:3](=[O:4])[O:5][CH2:6][CH3:7])[CH2:8][CH2:9][CH2:10][CH2:11][CH2:12][CH3:13].[Na+:15].[O-:17][P:18](=[O:19])([O-:20])[O-:21].[OH-:14]>>[F:1][CH:2]([C:3](=[O:4])[OH:5])[CH2:8][CH2:9][CH2:10][CH2:11][CH2:12][CH3:13].